From a dataset of the Open Reaction Database (ORD), a public repository of structured organic reaction records. describe an organic reaction: reactants, conditions, products, and yield Reactants: C([O-])(O)=O.[Na+] (sodium bicarbonate), [Si](C)(C)(C(C)(C)C)O[C@@H](CN(C(OC(C)(C)C)=O)[C@@H](CC1=CC(=CC=C1)C=O)C)C1=C2C=CC(NC2=C(C=C1)O)=O (tert-Butyl (R)-2-(tert-butyldimethylsilyloxy)-2-(8-hydroxy-2-oxo-1,2-dihydroquinolin-5-yl)ethyl((R)-1-(3-formylphenyl)propan-2-yl)carbamate), C(C)(C)C1=CC(=CS1)C(=O)N1CCOC2(C1)CCNCC2 ((5-Isopropylthiophen-3-yl)(1-oxa-4,9-diazaspiro[5.5]undecan-4-yl)methanone), C(C)(=O)O[BH-](OC(C)=O)OC(C)=O.[Na+] (sodium triacetoxyborohydride). Solvent: O (water), C(C)(=O)O (acetic acid), CN1C(CCC1)=O (N-methyl-2-pyrrolidinone). Reaction conditions: time 8 hour. Product: [Si](C)(C)(C(C)(C)C)O[C@@H](CN(C(OC(C)(C)C)=O)[C@@H](CC1=CC(=CC=C1)CN1CCC2(CN(CCO2)C(=O)C2=CSC(=C2)C(C)C)CC1)C)C1=C2C=CC(NC2=C(C=C1)O)=O (tert-Butyl (R)-2-(tert-butyldimethylsilyloxy)-2-(8-hydroxy-2-oxo-1,2-dihydroquinolin-5-yl)ethyl((R)-1-(3-((4-(5-isopropylthiophene-3-carbonyl)-1-oxa-4,9-diazaspiro[5.5]undecan-9-yl)methyl)phenyl)propan-2-yl)carbamate). Reaction SMILES: [Si:1]([O:8][C@H:9]([C:30]1[CH:39]=[CH:38][C:37]([OH:40])=[C:36]2[C:31]=1[CH:32]=[CH:33][C:34](=[O:41])[NH:35]2)[CH2:10][N:11]([C@H:19]([CH3:29])[CH2:20][C:21]1[CH:26]=[CH:25][CH:24]=[C:23]([CH:27]=O)[CH:22]=1)[C:12](=[O:18])[O:13][C:14]([CH3:17])([CH3:16])[CH3:15])([C:4]([CH3:7])([CH3:6])[CH3:5])([CH3:3])[CH3:2].[CH:42]([C:45]1[S:49][CH:48]=[C:47]([C:50]([N:52]2[CH2:57][C:56]3([CH2:62][CH2:61][NH:60][CH2:59][CH2:58]3)[O:55][CH2:54][CH2:53]2)=[O:51])[CH:46]=1)([CH3:44])[CH3:43].C(O[BH-](OC(=O)C)OC(=O)C)(=O)C.[Na+].C(=O)(O)[O-].[Na+]>O.C(O)(=O)C.CN1CCCC1=O>[Si:1]([O:8][C@H:9]([C:30]1[CH:39]=[CH:38][C:37]([OH:40])=[C:36]2[C:31]=1[CH:32]=[CH:33][C:34](=[O:41])[NH:35]2)[CH2:10][N:11]([C@H:19]([CH3:29])[CH2:20][C:21]1[CH:26]=[CH:25][CH:24]=[C:23]([CH2:27][N:60]2[CH2:59][CH2:58][C:56]3([O:55][CH2:54][CH2:53][N:52]([C:50]([C:47]4[CH:46]=[C:45]([CH:42]([CH3:44])[CH3:43])[S:49][CH:48]=4)=[O:51])[CH2:57]3)[CH2:62][CH2:61]2)[CH:22]=1)[C:12](=[O:18])[O:13][C:14]([CH3:17])([CH3:15])[CH3:16])([C:4]([CH3:5])([CH3:6])[CH3:7])([CH3:3])[CH3:2] |f:2.3,4.5|. Reported procedure: tert-Butyl (R)-2-(tert-butyldimethylsilyloxy)-2-(8-hydroxy-2-oxo-1,2-dihydroquinolin-5-yl)ethyl((R)-1-(3-formylphenyl)propan-2-yl)carbamate (Example 276, step i) (0.476 g) was treated with (5-isopropylthiophen-3-yl)(1-oxa-4,9-diazaspiro[5.5]undecan-4-yl)methanone (Example 275, step i) (0.296 g), N-methyl-2-pyrrolidinone (20 mL), acetic acid (0.052 mL) and sodium triacetoxyborohydride (0.294 g), and the mixture was stirred at room temperature overnight. The solution was poured into a mixture of s...